From a dataset of the Open Reaction Database (ORD), a public repository of structured organic reaction records. describe an organic reaction: reactants, conditions, products, and yield Reactants: FC1=CC=C(C=C1)Cl (4-fluorochlorobenzene), [H-].[Na+] (sodium hydride), C(C=C)OC=1C=C2C=CNC2=CC1 (5-allyloxyindole). The solvent is O1CCCC1 (tetrahydrofuran), O1CCCC1 (THF). Run at time 1 hour. Yields the product C(C=C)OC=1C=C2C=CN(C2=CC1)C1=CC=C(C=C1)Cl (5-allyloxy-N-(4-chlorophenyl)indole). Reaction SMILES: [H-].[Na+].[CH2:3]([O:6][C:7]1[CH:8]=[C:9]2[C:13](=[CH:14][CH:15]=1)[NH:12][CH:11]=[CH:10]2)[CH:4]=[CH2:5].F[C:17]1[CH:22]=[CH:21][C:20]([Cl:23])=[CH:19][CH:18]=1>O1CCCC1>[CH2:3]([O:6][C:7]1[CH:8]=[C:9]2[C:13](=[CH:14][CH:15]=1)[N:12]([C:17]1[CH:22]=[CH:21][C:20]([Cl:23])=[CH:19][CH:18]=1)[CH:11]=[CH:10]2)[CH:4]=[CH2:5] |f:0.1|. Reported procedure: To a solution of sodium hydride (60%, 254 mg, 6.35 mmol) in 15 mL tetrahydrofuran (THF) was added 5-allyloxyindole (Step A; 1.0 g, 5.77 mmol) in 5 mL THF and the mixture was stirred for 1 hour at ambient temperature. 4-fluorochlorobenzene (0.69 mL, 6.35 mmol) was added and the reaction heated to reflux for 21 hours. After cooling, the reaction was quenched with saturated aqueous ammonium chloride and extracted with ethyl acetate. The organic layer was washed with water, brine, dried over magnesi... The reactants are BrC1=NC(=C(C=C1)F)C (2-bromo-5-fluoro-6-methylpyridine), C(C)OC(=C)[Sn](CCCC)(CCCC)CCCC (1-ethoxyvinyltri-n-butyltin). Reagents/catalysts: C1=CC=C(C=C1)P(C2=CC=CC=C2)C3=CC=CC=C3.C1=CC=C(C=C1)P(C2=CC=CC=C2)C3=CC=CC=C3.Cl[Pd]Cl (bis(triphenylphosphine)palladium (II) chloride). Solvent: O1CCOCC1 (1,4-dioxane). Reaction conditions: temperature 100 celsius. The product is C(C)OC(=C)C1=NC(=C(C=C1)F)C (2-(1-ethoxy-ethenyl)-5-fluoro-6-methyl-pyridine). Reaction SMILES: Br[C:2]1[CH:7]=[CH:6][C:5]([F:8])=[C:4]([CH3:9])[N:3]=1.[CH2:10]([O:12][C:13]([Sn](CCCC)(CCCC)CCCC)=[CH2:14])[CH3:11]>O1CCOCC1.C1C=CC(P(C2C=CC=CC=2)C2C=CC=CC=2)=CC=1.C1C=CC(P(C2C=CC=CC=2)C2C=CC=CC=2)=CC=1.Cl[Pd]Cl>[CH2:13]([O:12][C:10]([C:2]1[CH:7]=[CH:6][C:5]([F:8])=[C:4]([CH3:9])[N:3]=1)=[CH2:11])[CH3:14] |f:3.4.5|. Procedure: A mixture of 2-bromo-5-fluoro-6-methylpyridine (25 g, 132 mmol), 1-ethoxyvinyltri-n-butyltin (48.9 ml, 145 mmol) and bis(triphenylphosphine)palladium (II) chloride (4.62 g, 6.58 mmol) in 1,4-dioxane (250 ml) was heated to 100° C. under nitrogen over night. The reaction was then cooled to room temperature and the solvent was removed in vacuo. The residue was purified by silica gel chromatography (eluted with a gradient of ethyl acetate in hexanes) to give the product 2-(1-ethoxy-ethenyl)-5-fluoro... The reactants are CC1=C(C(=CC=C1)C)NCCC(C)NC1=C(C=CC=C1C)C (1,3-Bis(2',6'-dimethylphenyl-amino)-butane), Cl (hydrochloride), CC1=C(N)C(=CC=C1)C (2,6-dimethylaniline), BrCCC(C)Br (1,3-dibromobutane). The product is CC1=C(C(=CC=C1)C)N1C(N(C(CC1)C)C1=C(C=CC=C1C)C)=N (1,3-Bis(2',6'-dimethylphenyl)-2-imino-4-methylhexahydro-pyrimidine). The yield is 45.6%. As a reaction SMILES: [CH3:1][C:2]1[CH:7]=[CH:6][CH:5]=[C:4]([CH3:8])[C:3]=1[NH:9][CH2:10][CH2:11][CH:12]([NH:14][C:15]1[C:20]([CH3:21])=[CH:19][CH:18]=[CH:17][C:16]=1[CH3:22])[CH3:13].CC1C=CC=C(C)[C:25]=1[NH2:26].BrCCC(Br)C.Cl>>[CH3:1][C:2]1[CH:7]=[CH:6][CH:5]=[C:4]([CH3:8])[C:3]=1[N:9]1[CH2:10][CH2:11][CH:12]([CH3:13])[N:14]([C:15]2[C:20]([CH3:21])=[CH:19][CH:18]=[CH:17][C:16]=2[CH3:22])[C:25]1=[NH:26]. Procedure: 1,3-Bis(2',6'-dimethylphenyl-amino)-butane, applied as starting substance, can be prepared e.g. by the method of Shapiro et al. (loc. cit.), utilizing 2,6-dimethylaniline and 1,3-dibromobutane as starting materials. The free base boils at 159°-160° C./0.1 mm Hg, and the hydrochloride melts at 178°-180° C. Yield: 45.6%. Reactants: FC=1C=C(CN2N=CC(=C2)C2=CN(C3=NC=C(C=C32)C=3C(=NC(=CC3)N3CCNCC3)OC)S(=O)(=O)C3=CC=C(C)C=C3)C=CC1 (3-(1-(3-fluorobenzyl)-1H-pyrazol-4-yl)-5-(2-methoxy-6-(piperazin-1-yl)pyridin-3-yl)-1-tosyl-1H-pyrrolo[2,3-b]pyridine), C[C@@H]1OC1 ((S)-2-methyloxirane), CCN(C(C)C)C(C)C (DIPEA). Solvent: C(C)O (ethanol). Yields the product FC=1C=C(CN2N=CC(=C2)C2=CN(C3=NC=C(C=C32)C=3C=CC(=NC3OC)N3CCN(CC3)C[C@H](C)O)S(=O)(=O)C3=CC=C(C)C=C3)C=CC1 ((S)-1-(4-(5-(3-(1-(3-fluorobenzyl)-1H-pyrazol-4-yl)-1-tosyl-1H-pyrrolo[2,3-b]pyridin-5-yl)-6-methoxypyridin-2-yl)piperazin-1-yl)propan-2-ol). Isolated yield 108.2%. Reaction SMILES: [F:1][C:2]1[CH:3]=[C:4]([CH:44]=[CH:45][CH:46]=1)[CH2:5][N:6]1[CH:10]=[C:9]([C:11]2[C:19]3[C:14](=[N:15][CH:16]=[C:17]([C:20]4[C:21]([O:32][CH3:33])=[N:22][C:23]([N:26]5[CH2:31][CH2:30][NH:29][CH2:28][CH2:27]5)=[CH:24][CH:25]=4)[CH:18]=3)[N:13]([S:34]([C:37]3[CH:43]=[CH:42][C:40]([CH3:41])=[CH:39][CH:38]=3)(=[O:36])=[O:35])[CH:12]=2)[CH:8]=[N:7]1.[CH3:47][C@H:48]1[CH2:50][O:49]1.CCN(C(C)C)C(C)C>C(O)C>[F:1][C:2]1[CH:3]=[C:4]([CH:44]=[CH:45][CH:46]=1)[CH2:5][N:6]1[CH:10]=[C:9]([C:11]2[C:19]3[C:14](=[N:15][CH:16]=[C:17]([C:20]4[CH:25]=[CH:24][C:23]([N:26]5[CH2:31][CH2:30][N:29]([CH2:47][C@@H:48]([OH:49])[CH3:50])[CH2:28][CH2:27]5)=[N:22][C:21]=4[O:32][CH3:33])[CH:18]=3)[N:13]([S:34]([C:37]3[CH:43]=[CH:42][C:40]([CH3:41])=[CH:39][CH:38]=3)(=[O:36])=[O:35])[CH:12]=2)[CH:8]=[N:7]1. Procedure: Using similar reaction conditions as described in step-i of example-82A, 3-(1-(3-fluorobenzyl)-1H-pyrazol-4-yl)-5-(2-methoxy-6-(piperazin-1-yl)pyridin-3-yl)-1-tosyl-1H-pyrrolo[2,3-b]pyridine (52 mg. 0.081 mmol) was alkylated using (S)-2-methyloxirane (8 mg, 0.137 mmol), DIPEA (18 mg, 0.137 mmol) and ethanol (5 mL) to get 61 mg (95.3%) of the titled compound.